From a dataset of the Open Reaction Database (ORD), a public repository of structured organic reaction records. describe an organic reaction: reactants, conditions, products, and yield The reactants are Cl (HCl), CC=1C=C(C=CC1B1OC(C(O1)(C)C)(C)C)O (3-methyl-4-(4,4,5,5-tetramethyl-[1,3,2]dioxaborolan-2-yl)-phenol), COC(=O)C1=CNC2=CC(=CC=C12)Br (6-bromo-1H-indole-3-carboxylic acid methyl ester), C([O-])([O-])=O.[K+].[K+] (potassium carbonate). The reagents and catalysts are C=1C=CC(=CC1)[P](C=2C=CC=CC2)(C=3C=CC=CC3)[Pd]([P](C=4C=CC=CC4)(C=5C=CC=CC5)C=6C=CC=CC6)([P](C=7C=CC=CC7)(C=8C=CC=CC8)C=9C=CC=CC9)[P](C=1C=CC=CC1)(C=1C=CC=CC1)C=1C=CC=CC1 (tetrakis(triphenylphosphine)palladium(0)). The solvent is C(C)O (ethanol), CN(C)C=O (DMF), O (water). Run at temperature 100 celsius. The yield is 62.8%. Procedure details: A mixture of 3-methyl-4-(4,4,5,5-tetramethyl-[1,3,2]dioxaborolan-2-yl)-phenol (213 mg, 0.910 mmol), 6-bromo-1H-indole-3-carboxylic acid methyl ester (193 mg, 0.759 mmol), tetrakis(triphenylphosphine)palladium(0) (57 mg, 0.046 mmol), DMF (2.7 mL), ethanol (1.34 mL) and 2M aqueous potassium carbonate (1.34 mL) is heated to 100° C. for 60 hours. The reaction is cooled to room temperature, diluted with water and acidified with 1 N HCl. The resulting solution is extracted with ethyl acetate. The comb... Reaction SMILES: [CH3:1][C:2]1[CH:3]=[C:4]([OH:17])[CH:5]=[CH:6][C:7]=1B1OC(C)(C)C(C)(C)O1.[CH3:18][O:19][C:20]([C:22]1[C:30]2[C:25](=[CH:26][C:27](Br)=[CH:28][CH:29]=2)[NH:24][CH:23]=1)=[O:21].C(=O)([O-])[O-].[K+].[K+].Cl>O.C1C=CC([P]([Pd]([P](C2C=CC=CC=2)(C2C=CC=CC=2)C2C=CC=CC=2)([P](C2C=CC=CC=2)(C2C=CC=CC=2)C2C=CC=CC=2)[P](C2C=CC=CC=2)(C2C=CC=CC=2)C2C=CC=CC=2)(C2C=CC=CC=2)C2C=CC=CC=2)=CC=1.C(O)C.CN(C=O)C>[CH3:18][O:19][C:20]([C:22]1[C:30]2[C:25](=[CH:26][C:27]([C:7]3[CH:6]=[CH:5][C:4]([OH:17])=[CH:3][C:2]=3[CH3:1])=[CH:28][CH:29]=2)[NH:24][CH:23]=1)=[O:21] |f:2.3.4,^1:43,45,64,83|. Product: COC(=O)C1=CNC2=CC(=CC=C12)C1=C(C=C(C=C1)O)C (6-(4-Hydroxy-2-methyl-phenyl)-1H-indole-3-carboxylic Acid Methyl Ester). The reactants are CC(=O)N(C)c1cc(N(C)C(C)=O)cc([N+](=O)[O-])c1, CCO, [H][H]. Product: CC(=O)N(C)c1cc(N)cc(N(C)C(C)=O)c1. Reaction SMILES: [C:1]([CH3:2])(=[O:3])[N:4]([c:5]1[cH:6][c:7]([N:14]([C:15]([CH3:16])=[O:17])[CH3:18])[cH:8][c:9]([N+:11]([O-:12])=[O:13])[cH:10]1)[CH3:19].[CH3:22][CH2:23][OH:24].[H:20][H:21]>>[C:1]([CH3:2])(=[O:3])[N:4]([c:5]1[cH:6][c:7]([N:14]([C:15]([CH3:16])=[O:17])[CH3:18])[cH:8][c:9]([NH2:11])[cH:10]1)[CH3:19]. Reactants: COC1=CC=C(C=C1)C1=NC2=CC=CC(=C2N=C1C1=CC=C(C=C1)OC)NC1=CC=C(C=C1)[N+](=O)[O-] (2,3-di(4-methoxyphenyl)-5-(4-nitrophenyl)aminoquinoxaline). The solvent is O1CCCC1 (tetrahydrofuran). Product: O(C)C1=CC=C(C=C1)C1=NC2=CC=CC(=C2N=C1C1=CC=C(C=C1)OC)NC1=CC=C(C=C1)N (2,3-di(4-methoxylphenyl)-5-(4-aminophenyl)aminoquinoxaline). As a reaction SMILES: [CH3:1][O:2][C:3]1[CH:8]=[CH:7][C:6]([C:9]2[C:18]([C:19]3[CH:24]=[CH:23][C:22]([O:25][CH3:26])=[CH:21][CH:20]=3)=[N:17][C:16]3[C:11](=[CH:12][CH:13]=[CH:14][C:15]=3[NH:27][C:28]3[CH:33]=[CH:32][C:31]([N+:34]([O-])=O)=[CH:30][CH:29]=3)[N:10]=2)=[CH:5][CH:4]=1>O1CCCC1>[O:2]([C:3]1[CH:4]=[CH:5][C:6]([C:9]2[C:18]([C:19]3[CH:24]=[CH:23][C:22]([O:25][CH3:26])=[CH:21][CH:20]=3)=[N:17][C:16]3[C:11](=[CH:12][CH:13]=[CH:14][C:15]=3[NH:27][C:28]3[CH:29]=[CH:30][C:31]([NH2:34])=[CH:32][CH:33]=3)[N:10]=2)=[CH:7][CH:8]=1)[CH3:1]. Procedure: 8.3 g (17.3 mmol) of 2,3-di(4-methoxyphenyl)-5-(4-nitrophenyl)aminoquinoxaline was dissolved in 100 ml of tetrahydrofuran, and a reaction container was purged with nitrogen. Thereafter, 5.0 g of 5% Pd/C (hydrous) was added, followed by sufficient purging with nitrogen again. This system was purged with hydrogen, followed by reaction at room temperature for 10 hours. After completion of the reaction, the system was filtered, and the resulting filtration residue was washed with tetrahydrofuran and... Reactants: Cl (HCl), COC(C1=CC=C(C=C1)C=CC(CCCCC)C1=CC=C2C(CCN(C2=C1)C)(C)C)=O (4-[3-(1,4,4-trimethyl-1,2,3,4-tetrahydro-quinolin-7-yl)-oct-1-enyl]-benzoic acid methyl ester), O.[OH-].[Li+] (lithium hydroxide monohydrate). Run in O (water), C1CCOC1.CO (THF methanol), O (water). Reaction conditions: temperature 40 celsius, time 6 hour. The product is CN1CCC(C2=CC=C(C=C12)C(C=CC1=CC=C(C(=O)O)C=C1)CCCCC)(C)C (4-[3-(1,4,4-trimethyl-1,2,3,4-tetrahydro-quinolin-7-yl)-oct-1-enyl]-benzoic acid). Isolated yield 46.8%. As a reaction SMILES: C[O:2][C:3](=[O:31])[C:4]1[CH:9]=[CH:8][C:7]([CH:10]=[CH:11][CH:12]([C:18]2[CH:27]=[C:26]3[C:21]([C:22]([CH3:30])([CH3:29])[CH2:23][CH2:24][N:25]3[CH3:28])=[CH:20][CH:19]=2)[CH2:13][CH2:14][CH2:15][CH2:16][CH3:17])=[CH:6][CH:5]=1.O.[OH-].[Li+].Cl>C1COCC1.CO.O>[CH3:28][N:25]1[C:26]2[C:21](=[CH:20][CH:19]=[C:18]([CH:12]([CH2:13][CH2:14][CH2:15][CH2:16][CH3:17])[CH:11]=[CH:10][C:7]3[CH:6]=[CH:5][C:4]([C:3]([OH:31])=[O:2])=[CH:9][CH:8]=3)[CH:27]=2)[C:22]([CH3:29])([CH3:30])[CH2:23][CH2:24]1 |f:1.2.3,5.6|. Reported procedure: A solution of 4-[3-(1,4,4-trimethyl-1,2,3,4-tetrahydro-quinolin-7-yl)-oct-1-enyl]-benzoic acid methyl ester (0.23 g, 0.5 mmole) in 10 mL of a 1:1 THF/methanol mixture was treated with a solution of 0.09 g of lithium hydroxide monohydrate in 2.5 mL of water and stirred at 40° C. for 6 hours. The mixture was diluted with 10 mL of water and the pH adjusted to 2.0 with 2N HCl solution. The mixture was extracted with three 10 mL portions of ethyl acetate. The combined organic extracts were dried over...